The task is: describe an organic reaction: reactants, conditions, products, and yield. This data is from the Open Reaction Database (ORD), a public repository of structured organic reaction records. Reactants: C(N)(=N)NC(=S)N (Amidinothiourea), amine, C(C)(=O)O (acetic acid), C(CCCC)N (pentylamine). Run in C(C)O (ethanol). Run at temperature 85 celsius. The product is C(CCCC)NC(=N)NC(=S)N (N-(Pentylamidino)thiourea). As a reaction SMILES: [CH2:1]([NH2:6])[CH2:2][CH2:3][CH2:4][CH3:5].C(O)(=O)C.[C:11]([NH:14][C:15]([NH2:17])=[S:16])(=N)[NH2:12]>C(O)C>[CH2:1]([NH:6][C:11]([NH:14][C:15]([NH2:17])=[S:16])=[NH:12])[CH2:2][CH2:3][CH2:4][CH3:5]. Procedure: To a one liter, 3-necked round bottom flask which was equipped with a mechanical stirrer, thermometer, and reflux condenser were added absolute ethanol (180 ml.) and pentylamine (100.0 g., 1.15 mol). The amine solution was cooled in an ice bath while glacial acetic acid (68.9 g., 1.15 mol) was slowly added. Amidinothiourea (90.37 g., 0.76 mol) was added and then the mixture was heated to reflux (85° C.). After 24 hours at reflux, HPLC analysis of the reaction solution indicated that title produc... The reactants are C(C1=CC=CC=C1)(=O)C1=C(C=CC(=C1)Cl)N(C(=O)NC1=CC=CC=C1)C (1-(2-benzoyl-4-chlorophenyl)-1-methyl-3-phenylurea), Cl.NO (hydroxylamine hydrochloride). Solvent: C(C)O (ethanol). Yields the product ClC=1C=C2C(=NC(N(C2=CC1)C)=O)C1=CC=CC=C1 (6-chloro-1-methyl-4-phenyl-2-(1H)-quinazolinone). Isolated yield 66.5%. RXN SMILES: [C:1]([C:9]1[CH:14]=[C:13]([Cl:15])[CH:12]=[CH:11][C:10]=1[N:16]([CH3:26])[C:17]([NH:19]C1C=CC=CC=1)=[O:18])(=O)[C:2]1[CH:7]=[CH:6][CH:5]=[CH:4][CH:3]=1.Cl.NO>C(O)C>[Cl:15][C:13]1[CH:14]=[C:9]2[C:10](=[CH:11][CH:12]=1)[N:16]([CH3:26])[C:17](=[O:18])[N:19]=[C:1]2[C:2]1[CH:7]=[CH:6][CH:5]=[CH:4][CH:3]=1 |f:1.2|. Reported procedure: A mixture of 3.65 g (0.01 mole) of 1-(2-benzoyl-4-chlorophenyl)-1-methyl-3-phenylurea and 2.09 g (0.03 mole) of hydroxylamine hydrochloride in 50 ml of ethanol was stirred and refluxed for 5 days. The reaction mixture was cooled, and the suspended solid was collected on a filter, washed with alcohol, and dried in air to give 1.80 g (63%) of 6-chloro-1-methyl-4-phenyl-2-(1H)-quinazolinone as yellow crystals, mp 289°-291°. The reactants are [BH4-].[Na+] (Sodium borohydride), C(C(=O)C1=CC=CC=C1)N1CC2(CC(CO2)C2=C(C=CC(=C2)N2C(=NC=C2)C(F)(F)F)OC)CCC1 (7-phenacyl-3-(2-methoxy-5-(2-trifluoromethyl-1H-imidazol-1-yl)phenyl)-1-oxa-7-azaspiro[4,5]decane), O (water). Solvent: C(C)O (ethanol). Conditions: time 4 hour. Product: OC(CN1CC2(CC(CO2)C2=C(C=CC(=C2)N2C(=NC=C2)C(F)(F)F)OC)CCC1)C1=CC=CC=C1 (7-(2-hydroxy-2-phenylehtyl)-3-(2-methoxy-5-(2-trifluoromethyl-1H-imidazol-1-yl)phenyl)-1-oxa-7-azaspiro[4,5]decane). The yield is 80.9%. As a reaction SMILES: [BH4-].[Na+].[CH2:3]([N:12]1[CH2:38][CH2:37][CH2:36][C:14]2([O:18][CH2:17][CH:16]([C:19]3[CH:24]=[C:23]([N:25]4[CH:29]=[CH:28][N:27]=[C:26]4[C:30]([F:33])([F:32])[F:31])[CH:22]=[CH:21][C:20]=3[O:34][CH3:35])[CH2:15]2)[CH2:13]1)[C:4]([C:6]1[CH:11]=[CH:10][CH:9]=[CH:8][CH:7]=1)=[O:5].O>C(O)C>[OH:5][CH:4]([C:6]1[CH:7]=[CH:8][CH:9]=[CH:10][CH:11]=1)[CH2:3][N:12]1[CH2:38][CH2:37][CH2:36][C:14]2([O:18][CH2:17][CH:16]([C:19]3[CH:24]=[C:23]([N:25]4[CH:29]=[CH:28][N:27]=[C:26]4[C:30]([F:32])([F:33])[F:31])[CH:22]=[CH:21][C:20]=3[O:34][CH3:35])[CH2:15]2)[CH2:13]1 |f:0.1|. Reported procedure: Sodium borohydride (12 mg, 0.32 mmol) was added to a solution of (±)-(3R*, 5R*)-7-phenacyl-3-(2-methoxy-5-(2-trifluoromethyl-1H-imidazol-1-yl)phenyl)-1-oxa-7-azaspiro[4,5]decane (105.9 mg, 0.212 mmol) in ethanol (2 ml) and the mixture stirred at room temperature for 4 hours. The mixture was poured into water (50 ml) and extracted with ethyl acetate (2×20 ml). The extracts were washed with brine (20 ml), combined, dried (MgSO4) and concentrated. The residue was purified by flash chromatography, e... Yield: 39.8%. Yields the product NC1=CC(=C(C(=O)NCC2CCN(CC2)CCCCCOCC2=CC3=C(C=C2)OCO3)C=C1Cl)OC (4-amino-5-chloro-N-((1-(5-((3,4-methylenedioxyphenyl)methoxy)pentyl)piperidin-4-yl)methyl)-2-methoxybenzamide). Reported procedure: 4-Amino-5-chloro-2-methoxy-N-(piperidin-4-ylmethyl)benzamide dihydrochloride (0.72 g) as starting compound and 5-((3,4-methylenedioxyphenyl)methoxy)pentyl chloride (0.5 g) were reacted and treated in the same manner as in Example 168 to give 0.4 g of 4-amino-5-chloro-N-((1-(5-((3,4-methylenedioxyphenyl)methoxy)pentyl)piperidin-4-yl)methyl)-2-methoxybenzamide. RXN SMILES: Cl.Cl.[NH2:3][C:4]1[C:19]([Cl:20])=[CH:18][C:7]([C:8]([NH:10][CH2:11][CH:12]2[CH2:17][CH2:16][NH:15][CH2:14][CH2:13]2)=[O:9])=[C:6]([O:21][CH3:22])[CH:5]=1.[CH2:23]1[O:31][C:30]2[CH:29]=[CH:28][C:27]([CH2:32][O:33][CH2:34][CH2:35][CH2:36][CH2:37][CH2:38]Cl)=[CH:26][C:25]=2[O:24]1>>[NH2:3][C:4]1[C:19]([Cl:20])=[CH:18][C:7]([C:8]([NH:10][CH2:11][CH:12]2[CH2:13][CH2:14][N:15]([CH2:38][CH2:37][CH2:36][CH2:35][CH2:34][O:33][CH2:32][C:27]3[CH:28]=[CH:29][C:30]4[O:31][CH2:23][O:24][C:25]=4[CH:26]=3)[CH2:16][CH2:17]2)=[O:9])=[C:6]([O:21][CH3:22])[CH:5]=1 |f:0.1.2|. Reactants: Cl.Cl.NC1=CC(=C(C(=O)NCC2CCNCC2)C=C1Cl)OC (4-Amino-5-chloro-2-methoxy-N-(piperidin-4-ylmethyl)benzamide dihydrochloride), C1OC=2C=C(C=CC2O1)COCCCCCCl (5-((3,4-methylenedioxyphenyl)methoxy)pentyl chloride). Reactants: Cl.N[C@@H]1C(N(CC1)CC1=CC=C2C(=NC=NC2=C1)N)=O (3-(S)-Amino-1-(4-Aminoquinazolin-7-ylmethyl)pyrrolidin-2-one hydrochloride), CO (methanol). Run in ClCCl (dichloromethane). Product: N[C@@H]1C(N(CC1)CC1=CC=C2C(=NC=NC2=C1)N)=O (3-(S)-Amino-1-(4-aminoquinazolin-7-ylmethyl)pyrrolidin-2-one). The yield is 76.9%. RXN SMILES: Cl.[NH2:2][C@H:3]1[CH2:7][CH2:6][N:5]([CH2:8][C:9]2[CH:18]=[C:17]3[C:12]([C:13]([NH2:19])=[N:14][CH:15]=[N:16]3)=[CH:11][CH:10]=2)[C:4]1=[O:20].CO>ClCCl>[NH2:2][C@H:3]1[CH2:7][CH2:6][N:5]([CH2:8][C:9]2[CH:18]=[C:17]3[C:12]([C:13]([NH2:19])=[N:14][CH:15]=[N:16]3)=[CH:11][CH:10]=2)[C:4]1=[O:20] |f:0.1|. Procedure: 3-(S)-Amino-1-(4-Aminoquinazolin-7-ylmethyl)pyrrolidin-2-one hydrochloride (600 mg, 1.82 mmol) is chromatographed on silica with 12% methanol/2% ammonium hydroxide (28% aqueous)/86% dichloromethane, and the product fractions combined and concentrated to give the free base as a pale yellow powder (360 mg, 1.4 mmol). Starting materials: CC(C)(C)OC(=O)C(C)(C)Sc1ccc2c(c1)CC(N)C2, CC(=O)Cl, ClCCl. Yields the product CC(=O)NC1Cc2ccc(SC(C)(C)C(=O)OC(C)(C)C)cc2C1. RXN SMILES: [C:1]([CH3:2])([CH3:3])([CH3:4])[O:5][C:6]([C:7]([CH3:8])([CH3:9])[S:10][c:11]1[cH:12][c:13]2[c:17]([cH:18][cH:19]1)[CH2:16][CH:15]([NH2:20])[CH2:14]2)=[O:21].[CH3:22][C:23]([Cl:24])=[O:25].[Cl:26][CH2:27][Cl:28]>>[C:1]([CH3:2])([CH3:3])([CH3:4])[O:5][C:6]([C:7]([CH3:8])([CH3:9])[S:10][c:11]1[cH:12][c:13]2[c:17]([cH:18][cH:19]1)[CH2:16][CH:15]([NH:20][C:23]([CH3:22])=[O:25])[CH2:14]2)=[O:21]. Reactants: CO, CCOCC, [K+], [OH-], OCCO, CC1=C(O)C(=O)N(c2ccc3nc[nH]c3c2)C1c1ccc(N2CCCCC2)cc1. Yields the product COC1=C(C)C(c2ccc(N3CCCCC3)cc2)N(c2ccc3nc[nH]c3c2)C1=O. As a reaction SMILES: [CH3:41][OH:42].[CH3:7][CH2:8][O:9][CH2:10][CH3:11].[K+:2].[OH-:1].[OH:3][CH2:4][CH2:5][OH:6].[nH:12]1[cH:13][n:14][c:15]2[c:16]1[cH:17][c:18]([N:21]1[C:22](=[O:40])[C:23]([OH:39])=[C:24]([CH3:38])[CH:25]1[c:26]1[cH:27][cH:28][c:29]([N:32]3[CH2:33][CH2:34][CH2:35][CH2:36][CH2:37]3)[cH:30][cH:31]1)[cH:19][cH:20]2>>[CH3:4][O:39][C:23]1=[C:24]([CH3:38])[CH:25]([c:26]2[cH:27][cH:28][c:29]([N:32]3[CH2:33][CH2:34][CH2:35][CH2:36][CH2:37]3)[cH:30][cH:31]2)[N:21]([c:18]2[cH:17][c:16]3[nH:12][cH:13][n:14][c:15]3[cH:20][cH:19]2)[C:22]1=[O:40]. Reported procedure: Titanium tetrachloride (1.70 mL, 15.5 mmol) was added dropwise to a suspension of zinc powder (2.12 g, 32.4 mmol) in anhydrous THF (60 mL) at RT. After refluxing for 1 h, a mixture of 82 (1.18 g, 4.00 mmol) and cyclohexanone (1.18 g, 12.0 mmol) dissolved in THF (20 mL) was added dropwise. Refluxing was continued for 30 min. The reaction mixture was cooled to RT and filtered through Celite. Water (250 mL) was added and the mixture was extracted with ether (3×100 mL). The combined ethereal extract... The solvent is C1CCOC1 (THF), C1CCOC1 (THF). RXN SMILES: [Br:1][C:2]1[CH:7]=[CH:6][C:5]([C:8]([C:10]2[CH:15]=[CH:14][C:13]([OH:16])=[C:12]([F:17])[CH:11]=2)=O)=[CH:4][CH:3]=1.[C:18]1(=O)[CH2:23][CH2:22][CH2:21][CH2:20][CH2:19]1>C1COCC1.[Ti](Cl)(Cl)(Cl)Cl.[Zn]>[Br:1][C:2]1[CH:7]=[CH:6][C:5]([C:8](=[C:18]2[CH2:23][CH2:22][CH2:21][CH2:20][CH2:19]2)[C:10]2[CH:15]=[CH:14][C:13]([OH:16])=[C:12]([F:17])[CH:11]=2)=[CH:4][CH:3]=1. Yields the product BrC1=CC=C(C=C1)C(C1=CC(=C(C=C1)O)F)=C1CCCCC1 (4-[(4-Bromophenyl)(cyclohexylidene)methyl]-2-fluorophenol). The reagents and catalysts are [Ti](Cl)(Cl)(Cl)Cl (Titanium tetrachloride), [Zn] (zinc). Reaction conditions: time 30 minute. Isolated yield 79.6%. Starting materials: BrC1=CC=C(C=C1)C(=O)C1=CC(=C(C=C1)O)F ((4-Bromophenyl)(3-fluoro-4-hydroxyphenyl)methanone), C1(CCCCC1)=O (cyclohexanone). Starting materials: NC=1C=C(OC2=C3C(=NC=C2)NC(N3)=O)C=CC1 (7-(3-aminophenoxy)-1H-imidazo[4,5-b]pyridin-2(3H)-one), FC1=C(C=C(C(=O)Cl)C=C1)OC(F)(F)F (4-fluoro-3-(trifluoromethoxy)benzoyl chloride). The product is FC1=C(C=C(C(=O)NC2=CC(=CC=C2)OC2=C3C(=NC=C2)NC(N3)=O)C=C1)OC(F)(F)F (4-Fluoro-N-(3-(2-oxo-2,3-dihydro-1H-imidazo[4,5-b]pyridin-7-yloxy)phenyl)-3-(trifluoromethoxy)benzamide). The yield is 43.0%. RXN SMILES: [NH2:1][C:2]1[CH:3]=[C:4]([CH:16]=[CH:17][CH:18]=1)[O:5][C:6]1[CH:11]=[CH:10][N:9]=[C:8]2[NH:12][C:13](=[O:15])[NH:14][C:7]=12.[F:19][C:20]1[CH:28]=[CH:27][C:23]([C:24](Cl)=[O:25])=[CH:22][C:21]=1[O:29][C:30]([F:33])([F:32])[F:31]>>[F:19][C:20]1[CH:28]=[CH:27][C:23]([C:24]([NH:1][C:2]2[CH:18]=[CH:17][CH:16]=[C:4]([O:5][C:6]3[CH:11]=[CH:10][N:9]=[C:8]4[NH:12][C:13](=[O:15])[NH:14][C:7]=34)[CH:3]=2)=[O:25])=[CH:22][C:21]=1[O:29][C:30]([F:31])([F:33])[F:32]. Procedure details: Method H was used with 7-(3-aminophenoxy)-1H-imidazo[4,5-b]pyridin-2(3H)-one and 4-fluoro-3-(trifluoromethoxy)benzoyl chloride to afford the title compound as a brown solid (25 mg, 43%). 1H-NMR (δ, ppm, DMSO-d6): 6.49 (d, 1H, HPy,5, J=6.0 Hz), 6.93 (d, 1H, Harom, J=8.0 Hz), 7.44 (t, 1H, Harom, J=8.0 Hz), 7.59 (s, 1H, Harom), 7.63 (d, 1H, Harom, J=9.0 Hz), 7.70 (t, 1H, Harom, J=9.0 Hz), 7.81 (d, 1H, HPy,6, J=6.0 Hz), 8-06-8.13 (m, 2H, Harom), 10.47 (s, 1H, NHamide), 11.20 (s, 1H, NHPy3), 11.39 (s... Starting materials: Cl, NC(c1ccccn1)C(F)(F)F, O=C(O)c1cccc(Cc2ccc(F)cc2)n1. The product is O=C(NC(c1ccccn1)C(F)(F)F)c1cccc(Cc2ccc(F)cc2)n1. As a reaction SMILES: [ClH:18].[F:19][C:20]([CH:21]([NH2:22])[c:23]1[n:24][cH:25][cH:26][cH:27][cH:28]1)([F:29])[F:30].[F:1][c:2]1[cH:3][cH:4][c:5]([CH2:6][c:7]2[cH:8][cH:9][cH:10][c:11]([C:13](=[O:14])[OH:15])[n:12]2)[cH:16][cH:17]1>>[F:1][c:2]1[cH:3][cH:4][c:5]([CH2:6][c:7]2[cH:8][cH:9][cH:10][c:11]([C:13](=[O:15])[NH:22][CH:21]([C:20]([F:19])([F:29])[F:30])[c:23]3[n:24][cH:25][cH:26][cH:27][cH:28]3)[n:12]2)[cH:16][cH:17]1.